Dataset: the Open Reaction Database (ORD), a public repository of structured organic reaction records. Task: describe an organic reaction: reactants, conditions, products, and yield Starting materials: CN1[C@@H](C[C@H](C1)O)COC=1C=NC=CC1 (3-((trans-1-methyl-4-hydroxy-2(S)-pyrrolidinyl)methoxy)pyridine), CCN(CC)S(F)(F)F (DAST). Solvent: C(Cl)Cl (methylene chloride). Conditions: temperature -78 celsius, time 4 hour. The product is F[C@H]1C[C@H](N(C1)C)COC=1C=NC=CC1 (3-((cis-4-fluoro-1-methyl-2-(S)-pyrrolidinyl)methoxy)pyridine). As a reaction SMILES: [CH3:1][N:2]1[CH2:6][C@H:5](O)[CH2:4][C@H:3]1[CH2:8][O:9][C:10]1[CH:11]=[N:12][CH:13]=[CH:14][CH:15]=1.CCN(S(F)(F)[F:22])CC>C(Cl)Cl>[F:22][C@@H:5]1[CH2:6][N:2]([CH3:1])[C@H:3]([CH2:8][O:9][C:10]2[CH:11]=[N:12][CH:13]=[CH:14][CH:15]=2)[CH2:4]1. Reported procedure: A 100 mg (0.5 mmol) sample of 3-((trans-1-methyl-4-hydroxy-2(S)-pyrrolidinyl)methoxy)pyridine, from Example 23 above, above was dissolved in 10 mL of methylene chloride and cooled to -78° C. To this was added 0.165 mL (1.25 mmol) of DAST, and the mixture was stirred for 4 hours while allowing the reaction mixture to warm to room temperature. The reaction was quenched by addition of satd NaHCO3 solution, and the mixture was extracted with chloroform. The solvent was removed, and the residue was p... Reactants: CCOC(=O)Cn1ncc2cc3ncc(-c4ccc(OC)c(F)c4)nc3cc21, CO, [K+], [OH-]. Yields the product COc1ccc(-c2cnc3cc4cnn(CC(=O)O)c4cc3n2)cc1F. As a reaction SMILES: [C:1](=[O:2])([O:3][CH2:4][CH3:5])[CH2:6][n:7]1[n:8][cH:9][c:10]2[c:11]1[cH:12][c:13]1[n:14][c:15](-[c:20]3[cH:21][c:22]([F:28])[c:23]([O:26][CH3:27])[cH:24][cH:25]3)[cH:16][n:17][c:18]1[cH:19]2.[CH3:31][OH:32].[K+:30].[OH-:29]>>[C:1](=[O:2])([OH:3])[CH2:6][n:7]1[n:8][cH:9][c:10]2[c:11]1[cH:12][c:13]1[n:14][c:15](-[c:20]3[cH:21][c:22]([F:28])[c:23]([O:26][CH3:27])[cH:24][cH:25]3)[cH:16][n:17][c:18]1[cH:19]2. The reactants are C1(=CC=CC=C1)P(C1=CC=CC=C1)C1=CC=CC=C1 (triphenyl phosphine), C1=CC=CC=C1 (Benzene), C(#N)C=1C=C(C=CC1)CCCO (3-(3-cyanophenyl)-1-propanol), C(#N)C=1C=C(C=CC1)CCCO (3-(3-cyanophenyl)-1-propanol), BrBr (bromine). Solvent: C(C)#N (acetonitrile), C(C)#N (acetonitrile), C(C)#N (acetonitrile). Yields the product BrCCCC=1C=C(C=CC1)C#N (3-(3-bromopropyl)cyanobenzene). The yield is 101.1%. Reaction SMILES: C1(P(C2C=CC=CC=2)C2C=CC=CC=2)C=CC=CC=1.[Br:20]Br.[C:22]([C:24]1[CH:25]=[C:26]([CH2:30][CH2:31][CH2:32]O)[CH:27]=[CH:28][CH:29]=1)#[N:23].C1C=CC=CC=1>C(#N)C>[Br:20][CH2:32][CH2:31][CH2:30][C:26]1[CH:25]=[C:24]([C:22]#[N:23])[CH:29]=[CH:28][CH:27]=1. Procedure: To a mixture of 21.8 g (0.083 moles) of triphenyl phosphine stirred in 30 ml acetonitrile, 13.2 g (4.26 ml) bromine in 75 ml acetonitrile was added dropwise with stirring in an ice bath. After the addition was complete, the ice bath was removed and the mixture warmed to room temperature. Then a mixture of 12.1 g (0.075 mole) of 3-(3-cyanophenyl)-1-propanol (the product of step (b)) in 30 ml acetonitrile was added dropwise. The resulting mixture was allowed to warm to about 45°-50° C., was stirre... Reactants: NC1=CC=C(C=C1)P(C)(C)=O (4-amino-dimethylphenylphosphine oxide), ClC1=NC(=NC(=N1)Cl)Cl (2,4,6-trichloro-1,3,5-triazine). The solvent is CN(C=O)C (N,N-Dimethylformamide), C(C)(C)N(CC)C(C)C (Diisopropylethylamine). Reaction conditions: temperature 0 celsius. Yields the product ClC1=NC(=NC(=N1)Cl)NC1=CC=C(C=C1)P(=O)(C)C (4,6-dichloro-N-[4-(dimethylphosphoryl)phenyl]-1,3,5-triazin-2-amine). RXN SMILES: [NH2:1][C:2]1[CH:7]=[CH:6][C:5]([P:8](=[O:11])([CH3:10])[CH3:9])=[CH:4][CH:3]=1.[Cl:12][C:13]1[N:18]=[C:17](Cl)[N:16]=[C:15]([Cl:20])[N:14]=1>CN(C)C=O.C(N(C(C)C)CC)(C)C>[Cl:12][C:13]1[N:14]=[C:15]([Cl:20])[N:16]=[C:17]([NH:1][C:2]2[CH:3]=[CH:4][C:5]([P:8]([CH3:9])([CH3:10])=[O:11])=[CH:6][CH:7]=2)[N:18]=1. Procedure details: A suspension of 4-amino-dimethylphenylphosphine oxide (3.7 g, 2.2 mmol) in 15 mL of N,N-Dimethylformamide and 3.6 mL of Diisopropylethylamine is cooled to 0° C. 2,4,6-trichloro-1,3,5-triazine (2.6 mmol) is added in four portions over 5 minutes. The reaction mixture is warmed up to room temperature and stirred until formation of the desired compound. The reaction mixture is filtered and purified by prep-HPLC. The reactants are alcohol, C(CCCCCCCC=CCCCC)O (9-tetradecenyl alcohol), C(CCCCCCCC=CCCCC)=O (9-tetradecenal), alcohol, ClCCl (dichloromethane), [Cr](=O)(=O)([O-])Cl.[NH+]1=CC=CC=C1 (pyridinium chlorochromate), ClCCl (dichloromethane). Solvent: CCCCCC (hexane). Run at time 2 hour. The product is C(CCCCCCCC=CCCCC)=O (9-tetradecenal), C(C)(=O)OCCCCCCCCC=CCCCC (9-tetradecenyl acetate). The yield is 36.0%. RXN SMILES: [CH:1](=[O:15])[CH2:2][CH2:3][CH2:4][CH2:5][CH2:6][CH2:7][CH2:8][CH:9]=[CH:10][CH2:11][CH2:12][CH2:13][CH3:14].[CH2:16]([OH:30])[CH2:17][CH2:18][CH2:19][CH2:20][CH2:21][CH2:22][CH2:23][CH:24]=[CH:25][CH2:26][CH2:27][CH2:28][CH3:29].ClCCl.[Cr](Cl)([O-])(=O)=O.[NH+]1C=CC=CC=1>CCCCCC>[CH:1](=[O:15])[CH2:2][CH2:3][CH2:4][CH2:5][CH2:6][CH2:7][CH2:8][CH:9]=[CH:10][CH2:11][CH2:12][CH2:13][CH3:14].[C:1]([O:30][CH2:16][CH2:17][CH2:18][CH2:19][CH2:20][CH2:21][CH2:22][CH2:23][CH:24]=[CH:25][CH2:26][CH2:27][CH2:28][CH3:29])(=[O:15])[CH3:2] |f:3.4|. Reported procedure: A 2/1 trans to cis ratio of 9-tetradecenal was evaluated in the same manner as was used in the preceding example. The 9-tetradecenal was prepared from 9-tetradecenyl alcohol prepared in the same manner as described in the preceding example. About 21 grams of the alcohol in a 50/50 weight ratio selection of dichloromethane was added dropwise to a flask charged with 43 g (0.2 mol) pyridinium chlorochromate, 20 g celite and 200 mL dichloromethane. The mixture was stirred at room temperature for abo... Reactants: C[N+]1([O-])CCOCC1, CCC[N+](CCC)(CCC)CCC, ClCCl, O=[Ru](=O)(=O)[O-], COCOC(C)C(O)Cn1c(-c2cccc(C)c2)cc(C(F)(F)F)c(C#N)c1=O. Product: COCOC(C)C(=O)Cn1c(-c2cccc(C)c2)cc(C(F)(F)F)c(C#N)c1=O. Reaction SMILES: [CH3:30][N+:31]1([O-:37])[CH2:32][CH2:33][O:34][CH2:35][CH2:36]1.[CH3:46][CH2:47][CH2:48][N+:49]([CH2:50][CH2:51][CH3:52])([CH2:53][CH2:54][CH3:55])[CH2:56][CH2:57][CH3:58].[Cl:38][CH2:39][Cl:40].[O-:41][Ru:42](=[O:43])(=[O:44])=[O:45].[OH:1][CH:2]([CH2:3][n:4]1[c:5](=[O:23])[c:6]([C:21]#[N:22])[c:7]([C:17]([F:18])([F:19])[F:20])[cH:8][c:9]1-[c:10]1[cH:11][c:12]([CH3:16])[cH:13][cH:14][cH:15]1)[CH:24]([CH3:25])[O:26][CH2:27][O:28][CH3:29]>>[O:1]=[C:2]([CH2:3][n:4]1[c:5](=[O:23])[c:6]([C:21]#[N:22])[c:7]([C:17]([F:18])([F:19])[F:20])[cH:8][c:9]1-[c:10]1[cH:11][c:12]([CH3:16])[cH:13][cH:14][cH:15]1)[CH:24]([CH3:25])[O:26][CH2:27][O:28][CH3:29].